Dataset: the Open Reaction Database (ORD), a public repository of structured organic reaction records. Task: describe an organic reaction: reactants, conditions, products, and yield Solvent: O (water), O (water). Yield: 68.9%. Product: C(C1=CC=CC=C1)OC1=CC=C(C(C(=O)O)O)C=C1 (4-benzyloxymandelic acid). RXN SMILES: O.[OH:2][C:3]1[CH:13]=[CH:12][C:6]([CH:7]([OH:11])[C:8]([O-:10])=[O:9])=[CH:5][CH:4]=1.[Na+].[OH-].[Na+].[CH2:17](Cl)[C:18]1[CH:23]=[CH:22][CH:21]=[CH:20][CH:19]=1.Cl>O>[CH2:17]([O:2][C:3]1[CH:13]=[CH:12][C:6]([CH:7]([OH:11])[C:8]([OH:10])=[O:9])=[CH:5][CH:4]=1)[C:18]1[CH:23]=[CH:22][CH:21]=[CH:20][CH:19]=1 |f:0.1.2,3.4|. Procedure: A solution of 41.6 g (0.20 mol) of sodium 4-hydroxymandelate monohydrate, 9.6 g (0.24 mol) of sodium hydroxide and 27.9 g (0.22 mol) of benzyl chloride in 50 ml of water is stirred for 17 hours at 70° C. It is then diluted using 50 ml of water, and a further 4.0 g (0.10 mol) of sodium hydroxide are added. The reaction mixture is refluxed for one hour, then cooled and acidified using concentrated hydrochloric acid, and the product which has precipitated is filtered. The residue is washed with col... Starting materials: [OH-].[Na+] (sodium hydroxide), O.OC1=CC=C(C(C(=O)[O-])O)C=C1.[Na+] (sodium 4-hydroxymandelate monohydrate), [OH-].[Na+] (sodium hydroxide), C(C1=CC=CC=C1)Cl (benzyl chloride), Cl (hydrochloric acid).